Task: describe an organic reaction: reactants, conditions, products, and yield. Dataset: the Open Reaction Database (ORD), a public repository of structured organic reaction records Reactants: CN(CC(=O)N1CCC2=CC(=C(C=C12)NC=1N=C(C2=C(N1)N(C=C2F)S(=O)(=O)C2=CC=C(C=C2)C)NC2=C(C(=O)NC)C(=CC=C2)F)OC)C (2-({2-{[1-(N,N-dimethylglycyl)-5-(methyloxy)-2,3-dihydro-1H-indol-6-yl]amino}-5-fluoro-7-[(4-methylphenyl)sulfonyl]-7H-pyrrolo[2,3-d]pyrimidin-4-yl}amino)-6-fluoro-N-methylbenzamide), [OH-].[K+] (KOH), C(=O)(O)[O-].[Na+] (NaHCO3). Solvent: CCOC(=O)C (EtOAc), O1CCOCC1 (dioxane). The product is CN(CC(=O)N1CCC2=CC(=C(C=C12)NC1=NC(=C2C(N1)=NC=C2F)NC2=C(C(=O)NC)C(=CC=C2)F)OC)C (2-[(2-{[1-(N,N-dimethylglycyl)-5-(methyloxy)-2,3-dihydro-1H-indol-6-yl]amino}-5-fluoro-1H-pyrrolo[2,3-d]pyrimidin-4-yl)amino]-6-fluoro-N-methylbenzamide). Yield: 53.3%. As a reaction SMILES: [CH3:1][N:2]([CH3:50])[CH2:3][C:4]([N:6]1[C:14]2[C:9](=[CH:10][C:11]([O:48][CH3:49])=[C:12]([NH:15][C:16]3[N:17]=[C:18]([NH:36][C:37]4[CH:46]=[CH:45][CH:44]=[C:43]([F:47])[C:38]=4[C:39]([NH:41][CH3:42])=[O:40])[C:19]4[C:24]([F:25])=[CH:23][N:22](S(C5C=CC(C)=CC=5)(=O)=O)[C:20]=4[N:21]=3)[CH:13]=2)[CH2:8][CH2:7]1)=[O:5].[OH-].[K+].C([O-])(O)=O.[Na+]>O1CCOCC1.CCOC(C)=O>[CH3:50][N:2]([CH3:1])[CH2:3][C:4]([N:6]1[C:14]2[C:9](=[CH:10][C:11]([O:48][CH3:49])=[C:12]([NH:15][C:16]3[NH:21][C:20]4=[N:22][CH:23]=[C:24]([F:25])[C:19]4=[C:18]([NH:36][C:37]4[CH:46]=[CH:45][CH:44]=[C:43]([F:47])[C:38]=4[C:39]([NH:41][CH3:42])=[O:40])[N:17]=3)[CH:13]=2)[CH2:8][CH2:7]1)=[O:5] |f:1.2,3.4|. Procedure: A solution of 2-({2-{[1-(N,N-dimethylglycyl)-5-(methyloxy)-2,3-dihydro-1H-indol-6-yl]amino}-5-fluoro-7-[(4-methylphenyl)sulfonyl]-7H-pyrrolo[2,3-d]pyrimidin-4-yl}amino)-6-fluoro-N-methylbenzamide (102 mg, 0.15 mmol) in dioxane (10 mL) and a 1N aqueous KOH solution (2 mL, 2.0 mmol) was heated at 80° C. for 6 h. The resulting mixture was allowed to cool to rt and diluted with EtOAc (50 mL) and a saturated NaHCO3 solution (50 mL). The organic layer was washed with a saturated NaCl solution (50 mL),... Yields the product COc1ccc(COc2ccc(Br)cc2Cl)cc1. Starting materials: O=C([O-])[O-], COc1ccc(CBr)cc1, CC(C)=O, [K+], [K+], Oc1ccc(Br)cc1Cl. RXN SMILES: [C:1](=[O:2])([O-:3])[O-:4].[CH3:16][O:17][c:18]1[cH:19][cH:20][c:21]([CH2:22][Br:23])[cH:24][cH:25]1.[CH3:26][C:27](=[O:28])[CH3:29].[K+:5].[K+:6].[OH:7][c:8]1[cH:9][cH:10][c:11]([Br:12])[cH:13][c:14]1[Cl:15]>>[O:7]([c:8]1[cH:9][cH:10][c:11]([Br:12])[cH:13][c:14]1[Cl:15])[CH2:22][c:21]1[cH:20][cH:19][c:18]([O:17][CH3:16])[cH:25][cH:24]1. Starting materials: O=C([O-])[O-], C=CCC1(c2ccccc2)CCN(C(C)c2ccc(Br)cc2)C(=O)O1, C1COCCO1, [Cs+], [Cs+], Nc1ccc(B(O)O)cn1. Product: C=CCC1(c2ccccc2)CCN(C(C)c2ccc(-c3ccc(N)nc3)cc2)C(=O)O1. Reaction SMILES: [C:36](=[O:37])([O-:38])[O-:39].[CH2:1]([CH:2]=[CH2:3])[C:4]1([c:20]2[cH:21][cH:22][cH:23][cH:24][cH:25]2)[CH2:5][CH2:6][N:7]([CH:11]([CH3:12])[c:13]2[cH:14][cH:15][c:16]([Br:19])[cH:17][cH:18]2)[C:8](=[O:10])[O:9]1.[CH2:42]1[O:43][CH2:44][CH2:45][O:46][CH2:47]1.[Cs+:40].[Cs+:41].[NH2:26][c:27]1[cH:28][cH:29][c:30]([B:33]([OH:34])[OH:35])[cH:31][n:32]1>>[CH2:1]([CH:2]=[CH2:3])[C:4]1([c:20]2[cH:21][cH:22][cH:23][cH:24][cH:25]2)[CH2:5][CH2:6][N:7]([CH:11]([CH3:12])[c:13]2[cH:14][cH:15][c:16](-[c:30]3[cH:29][cH:28][c:27]([NH2:26])[n:32][cH:31]3)[cH:17][cH:18]2)[C:8](=[O:10])[O:9]1. Reactants: ClC(=O)OC (Methyl chloroformate), NC[C@@H]1CN(C(O1)=O)C=1C=C2CC(N(C2=C(C1)F)CCC)=O ((R)-5-(5-aminomethyl-2-oxo-oxazolidin-3-yl)-7-fluoro-1-propyl-1,3-dihydro-indol-2-one), C(C)(C)N(CC)C(C)C (diisopropylethylamine). The solvent is ClCCl (dichloromethane), ClCCl (dichloromethane). Run at temperature 0 celsius, time 30 minute. Yields the product COC(NC[C@H]1CN(C(O1)=O)C=1C=C2CC(N(C2=C(C1)F)CCC)=O)=O ((S)-[3-(7-fluoro-2-oxo-1-propyl-2,3-dihydro-1H-indol-5-yl)-2-oxo-oxazolidin-5-ylmethyl]-carbamic acid methyl ester). Reaction SMILES: Cl[C:2]([O:4][CH3:5])=[O:3].[NH2:6][CH2:7][C@H:8]1[O:12][C:11](=[O:13])[N:10]([C:14]2[CH:15]=[C:16]3[C:20](=[C:21]([F:23])[CH:22]=2)[N:19]([CH2:24][CH2:25][CH3:26])[C:18](=[O:27])[CH2:17]3)[CH2:9]1.C(N(C(C)C)CC)(C)C>ClCCl>[CH3:5][O:4][C:2](=[O:3])[NH:6][CH2:7][C@@H:8]1[O:12][C:11](=[O:13])[N:10]([C:14]2[CH:15]=[C:16]3[C:20](=[C:21]([F:23])[CH:22]=2)[N:19]([CH2:24][CH2:25][CH3:26])[C:18](=[O:27])[CH2:17]3)[CH2:9]1. Procedure: Methyl chloroformate (0.038 ml, 0.480 mmol) is added dropwise to (R)-5-(5-aminomethyl-2-oxo-oxazolidin-3-yl)-7-fluoro-1-propyl-1,3-dihydro-indol-2-one (0.135 g, 0.320 mmol) and diisopropylethylamine (0.235 ml, 1.28 mmol) in dichloromethane (3 ml) at 0° C. The reaction is stirred at 0° C. for 30 minutes and then allowed to warm at room temperature. The reaction mixture is diluted with dichloromethane, washed with water and brine, dried (Na2SO4) and evaporated. The residue is purified by PTLC (5% ... Starting materials: N1CCOCC1 (morpholine), ClC(=O)OC1=CC=CC=C1 (phenyl chloroformate), N1=CC=CC=C1 (pyridine), OCC=1C=C(C(N2CCC3=C(C12)SC=C3)=O)C3=CC=CC=C3 (4,5-dihydro-10-(hydroxymethyl)-8-phenyl-7H-thieno[2,3-a]quinolizine-7-one). The solvent is O1CCOCC1 (dioxane), C(Cl)(Cl)Cl (chloroform). Conditions: time 2.5 hour. Yields the product N1(CCOCC1)C(=O)OCC=1C=C(C(N2CCC3=C(C12)SC=C3)=O)C3=CC=CC=C3 ((4,5-dihydro-7-oxo-8-phenyl-7H-thieno[2,3-a]quinolizin-10-yl)methyl 4-morpholine carboxylate). Reaction SMILES: [OH:1][CH2:2][C:3]1[CH:4]=[C:5]([C:17]2[CH:22]=[CH:21][CH:20]=[CH:19][CH:18]=2)[C:6](=[O:16])[N:7]2[C:12]=1[C:11]1[S:13][CH:14]=[CH:15][C:10]=1[CH2:9][CH2:8]2.Cl[C:24](OC1C=CC=CC=1)=[O:25].N1C=CC=CC=1.[NH:39]1[CH2:44][CH2:43][O:42][CH2:41][CH2:40]1>O1CCOCC1.C(Cl)(Cl)Cl>[N:39]1([C:24]([O:1][CH2:2][C:3]2[CH:4]=[C:5]([C:17]3[CH:22]=[CH:21][CH:20]=[CH:19][CH:18]=3)[C:6](=[O:16])[N:7]3[C:12]=2[C:11]2[S:13][CH:14]=[CH:15][C:10]=2[CH2:9][CH2:8]3)=[O:25])[CH2:44][CH2:43][O:42][CH2:41][CH2:40]1. Reported procedure: A suspension of 0.59 g of 4,5-dihydro-10-(hydroxymethyl)-8-phenyl-7H-thieno[2,3-a]quinolizine-7-one in 15 ml of dioxane was treated with 0.38 ml of phenyl chloroformate and 0.27 ml of pyridine and stirred at room temperature for 2.5 hours. Then, 3 ml of morpholine were added and the mixture was stirred further until the reaction was completed. The mixture was diluted with chloroform, washed with 1N hydrochloric acid, 10 percent potassium bicarbonate solution and saturated sodium chloride solutio...